This data is from the Open Reaction Database (ORD), a public repository of structured organic reaction records. The task is: describe an organic reaction: reactants, conditions, products, and yield Reactants: Cl.NC1C2=C(OC3=C(C1=O)C=CC(=C3)F)C=CC=C2 (11-Amino-7-fluorodibenz[b,f]oxepin-10(11H)-one hydrochloride), [S-]C#N.[K+] (potassium thiocyanate). Run in C(C)(=O)O (acetic acid). Conditions: time 15 minute. Yields the product FC=1C=CC2=C(OC3=C(C4=C2NC(=N4)S)C=CC=C3)C1 (10-fluoro-1H-dibenzo[2,3:6,7]oxepino[4,5-d]-imidazole-2-thiol). RXN SMILES: Cl.[NH2:2][CH:3]1[C:9](=O)[C:8]2[CH:11]=[CH:12][C:13]([F:15])=[CH:14][C:7]=2[O:6][C:5]2[CH:16]=[CH:17][CH:18]=[CH:19][C:4]1=2.[S-:20][C:21]#[N:22].[K+]>C(O)(=O)C>[F:15][C:13]1[CH:12]=[CH:11][C:8]2[C:9]3[NH:22][C:21]([SH:20])=[N:2][C:3]=3[C:4]3[CH:19]=[CH:18][CH:17]=[CH:16][C:5]=3[O:6][C:7]=2[CH:14]=1 |f:0.1,2.3|. Reported procedure: 11-Amino-7-fluorodibenz[b,f]oxepin-10(11H)-one hydrochloride (8 g) was suspended in acetic acid (120 ml); potassium thiocyanate (2.82 g) was added and the reaction mixture was heated to reflux. After 10 minutes complete solution was obtained and shortly thereafter a solid began to separate. Heating was continued for 15 minutes. After cooling, the solid product was collected by filtration, washed with water and dried to give 10-fluoro-1H-dibenzo[2,3:6,7]oxepino[4,5-d]-imidazole-2-thiol; m.p. 299°... Reactants: ClC=1C=C(C(=O)OO)C=CC1 (m-chloroperoxybenzoic acid), S([O-])(O)=O.[Na+] (sodium bisulfite), C(C1=CC=CC=C1)N1CC(CC1)SC1=CC=CC=C1 (1-benzyl-3-(phenylthio)pyrrolidine), ClC(=O)OC1=CC=CC=C1 (phenyl chloroformate), C(C)(C)OC(C)C (isopropyl ether). Solvent: C(Cl)Cl (methylene chloride). Run at time 8 hour. The product is C1(=CC=CC=C1)OC(=O)N1CC(CC1)S(=O)(=O)C1=CC=CC=C1 (3-(Phenylsulfonyl)-1-pyrrolidinecarboxylic acid phenyl ester). Yield: 76.2%. As a reaction SMILES: C([N:8]1[CH2:12][CH2:11][CH:10](SC2C=CC=CC=2)[CH2:9]1)C1C=CC=CC=1.Cl[C:21]([O:23][C:24]1[CH:29]=[CH:28][CH:27]=[CH:26][CH:25]=1)=[O:22].C(OC(C)C)(C)C.Cl[C:38]1[CH:39]=[C:40]([CH:45]=[CH:46][CH:47]=1)C(OO)=O.[S:48](=[O:51])(O)[O-:49].[Na+]>C(Cl)Cl>[C:24]1([O:23][C:21]([N:8]2[CH2:12][CH2:11][CH:10]([S:48]([C:38]3[CH:39]=[CH:40][CH:45]=[CH:46][CH:47]=3)(=[O:51])=[O:49])[CH2:9]2)=[O:22])[CH:29]=[CH:28][CH:27]=[CH:26][CH:25]=1 |f:4.5|. Procedure details: A solution of 95.23 g (0.354 mole) of 1-benzyl-3-(phenylthio)pyrrolidine and 64 g (0.409 mole) of phenyl chloroformate in methylene chloride was stirred at room temperature for several hours. Excess isopropyl ether was added and the precipitate which formed was filtered off and discarded. The filtrate was dried over magnesium sulfate and the solvent was removed in vacuo. The residue was dissolved in methylene chloride and 175 g of 80% (0.814 mole) m-chloroperoxybenzoic acid was added. The soluti... Isolated yield 32.8%. Procedure details: Example 8 was then prepared as follows. 6,8-Dibromoimidazo[1,2-a]pyrazine (278 mg, 1 mmol) and 5-methyl-1H-pyrazol-3-amine (196 mg, 2 mmol) was suspended in EtOH (2 ml). The mixture was heated with microwave at 120° C. for four hours. The mixture was then purified with HPLC to give (6-Bromo-imidazo[1,2-a]pyrazin-8-yl)-(5-methyl-1H-pyrazol-3-yl)-amine as a solid (96 mg). 1H NMR (400 MHz, DMSO) δ 8.29 (s, 1H) 7.98 (s, 1H) 7.70 (s, 1H) 6.48 (s, 1H) 2.27 (s, 3H). [M+H] calc'd for C10H9BrN6, 293; fou... The solvent is CCO (EtOH). Conditions: temperature 120 celsius. Starting materials: BrC=1N=C(C=2N(C1)C=CN2)Br (6,8-Dibromoimidazo[1,2-a]pyrazine), CC1=CC(=NN1)N (5-methyl-1H-pyrazol-3-amine). Product: BrC=1N=C(C=2N(C1)C=CN2)NC2=NNC(=C2)C ((6-Bromo-imidazo[1,2-a]pyrazin-8-yl)-(5-methyl-1H-pyrazol-3-yl)-amine). Reaction SMILES: [Br:1][C:2]1[N:3]=[C:4](Br)[C:5]2[N:6]([CH:8]=[CH:9][N:10]=2)[CH:7]=1.[CH3:12][C:13]1[NH:17][N:16]=[C:15]([NH2:18])[CH:14]=1>CCO>[Br:1][C:2]1[N:3]=[C:4]([NH:18][C:15]2[CH:14]=[C:13]([CH3:12])[NH:17][N:16]=2)[C:5]2[N:6]([CH:8]=[CH:9][N:10]=2)[CH:7]=1.